Dataset: the Open Reaction Database (ORD), a public repository of structured organic reaction records. Task: describe an organic reaction: reactants, conditions, products, and yield The reactants are COC(CC1=C(NC2=NC=CC=C21)C)=O ((2-methyl-1H-pyrrolo[2,3-b]pyridin-3-yl)-acetic acid methyl ester), ice, BrCC1=C(C=C(C=C1)S(=O)(=O)C)Cl (1-bromomethyl-2-chloro-4-methanesulfonyl-benzene), [I-].[Na+] (sodium iodide), [H-].[Na+] (sodium hydride). Solvent: CN(C)C=O (DMF). Reaction conditions: time 3 hour. The product is COC(CC1=C(N(C2=NC=CC=C21)CC2=C(C=C(C=C2)S(=O)(=O)C)Cl)C)=O ([1-(2-Chloro-4-methanesulfonyl-benzyl)-2-methyl-1H-pyrrolo[2,3-b]pyridin-3-yl]-acetic acid methyl ester). Reaction SMILES: [CH3:1][O:2][C:3](=[O:15])[CH2:4][C:5]1[C:13]2[C:8](=[N:9][CH:10]=[CH:11][CH:12]=2)[NH:7][C:6]=1[CH3:14].[H-].[Na+].Br[CH2:19][C:20]1[CH:25]=[CH:24][C:23]([S:26]([CH3:29])(=[O:28])=[O:27])=[CH:22][C:21]=1[Cl:30].[I-].[Na+]>CN(C=O)C>[CH3:1][O:2][C:3](=[O:15])[CH2:4][C:5]1[C:13]2[C:8](=[N:9][CH:10]=[CH:11][CH:12]=2)[N:7]([CH2:19][C:20]2[CH:25]=[CH:24][C:23]([S:26]([CH3:29])(=[O:27])=[O:28])=[CH:22][C:21]=2[Cl:30])[C:6]=1[CH3:14] |f:1.2,4.5|. Reported procedure: To an ice cooled (0° C.) stirred solution of (2-methyl-1H-pyrrolo[2,3-b]pyridin-3-yl)-acetic acid methyl ester ((2.25 g, 1.1 mmol) in dry DMF (15 ml) is added sodium hydride (0.484 g of a 60% dispersion in mineral oil, 12.1 mmol). After stirring at room temperature for 3 hours, the reaction mixture is re-cooled to 0° C. and treated with 1-bromomethyl-2-chloro-4-methanesulfonyl-benzene (5.0 g, 17.6 mmol) and sodium iodide (2.64 g, 17.6 mmol). The resulting mixture is stirred and allowed to warm t... Starting materials: CO.CN (methylamine methanol), CO (methanol), FC1=CC=C(C#N)C=C1 (4-fluorobenzonitrile). The solvent is O (water). Yields the product CNC1=CC=C(C#N)C=C1 (4-methylaminobenzonitrile). As a reaction SMILES: CO.[CH3:3][NH2:4].CO.F[C:8]1[CH:15]=[CH:14][C:11]([C:12]#[N:13])=[CH:10][CH:9]=1>O>[CH3:3][NH:4][C:8]1[CH:15]=[CH:14][C:11]([C:12]#[N:13])=[CH:10][CH:9]=1 |f:0.1|. Procedure: A 40% methylamine methanol solution (7.5 mL) was added to a methanol (2.5 mL) solution of 4-fluorobenzonitrile (2.00 g) and the mixture was heated under reflux for fifteen hours under nitrogen atmosphere. After the solvent was removed under reduced pressure, to the residue obtained was added water (15 mL) and the mixture was extracted with ethyl acetate. The organic layer was washed with water and brine successively, and dried over anhydrous sodium sulfate. The oil obtained by removal of the sol... Reactants: CO, Cc1n[nH]c(N)c1-c1nc2ccc(S(=O)(=O)Cl)cc2s1, NCCc1cnc[nH]1. Product: Cc1n[nH]c(N)c1-c1nc2ccc(S(=O)(=O)NCCc3cnc[nH]3)cc2s1. Reaction SMILES: [CH3:29][OH:30].[NH2:1][c:2]1[c:3](-[c:8]2[s:9][c:10]3[c:11]([n:12]2)[cH:13][cH:14][c:15]([S:17](=[O:18])(=[O:19])[Cl:20])[cH:16]3)[c:4]([CH3:7])[n:5][nH:6]1.[n:21]1[cH:22][nH:23][c:24]([CH2:26][CH2:27][NH2:28])[cH:25]1>>[NH2:1][c:2]1[c:3](-[c:8]2[s:9][c:10]3[c:11]([n:12]2)[cH:13][cH:14][c:15]([S:17](=[O:18])(=[O:19])[NH:28][CH2:27][CH2:26][c:24]2[nH:23][cH:22][n:21][cH:25]2)[cH:16]3)[c:4]([CH3:7])[n:5][nH:6]1. Starting materials: O=C(Nc1ccc(Cl)c(-c2ccccn2)c1)c1ccc(CBr)cc1, C1COCCN1, CS(C)=O. Yields the product O=C(Nc1ccc(Cl)c(-c2ccccn2)c1)c1ccc(CN2CCOCC2)cc1. Reaction SMILES: [Br:1][CH2:2][c:3]1[cH:4][cH:5][c:6]([C:7](=[O:8])[NH:9][c:10]2[cH:11][c:12](-[c:17]3[n:18][cH:19][cH:20][cH:21][cH:22]3)[c:13]([Cl:16])[cH:14][cH:15]2)[cH:23][cH:24]1.[CH2:25]1[CH2:26][O:27][CH2:28][CH2:29][NH:30]1.[CH3:31][S:32]([CH3:33])=[O:34]>>[CH2:2]([c:3]1[cH:4][cH:5][c:6]([C:7](=[O:8])[NH:9][c:10]2[cH:11][c:12](-[c:17]3[n:18][cH:19][cH:20][cH:21][cH:22]3)[c:13]([Cl:16])[cH:14][cH:15]2)[cH:23][cH:24]1)[N:30]1[CH2:25][CH2:26][O:27][CH2:28][CH2:29]1.